This data is from the Open Reaction Database (ORD), a public repository of structured organic reaction records. The task is: describe an organic reaction: reactants, conditions, products, and yield Reactants: ClC1=NC2=CC=CC=C2C(=C1CO)C (2-chloro-4-methyl-3-quinolinemethanol), C(C)(C)(C)OC(CC(CC)(C1=CC(NC=C1)=O)O)=O (tert-butyl3-hydroxy-3-(2-oxo-1,2-dihydro-4-pyridinyl)pentanoate), C(CCC)P(CCCC)CCCC (tributylphosphine), N(=NC(=O)OCC)C(=O)OCC (diethyl azodicarboxylate). Run in O1CCCC1 (tetrahydrofuran). Run at time 6 hour. Yields the product C(C)(C)(C)OC(CC(CC)(O)C1=CC(N(C=C1)CC=1C(=NC2=CC=CC=C2C1C)Cl)=O)=O (tert-butyl3-[1-(2-chloro-4-methyl-3-quinolylmethyl)-2-oxo-1,2-dihydro-4-pyridinyl]-3-hydroxypentanoate). Yield: 39.4%. RXN SMILES: [Cl:1][C:2]1[C:11]([CH2:12]O)=[C:10]([CH3:14])[C:9]2[C:4](=[CH:5][CH:6]=[CH:7][CH:8]=2)[N:3]=1.[C:15]([O:19][C:20](=[O:33])[CH2:21][C:22]([OH:32])([C:25]1[CH:30]=[CH:29][NH:28][C:27](=[O:31])[CH:26]=1)[CH2:23][CH3:24])([CH3:18])([CH3:17])[CH3:16].C(P(CCCC)CCCC)CCC.N(C(OCC)=O)=NC(OCC)=O>O1CCCC1>[C:15]([O:19][C:20](=[O:33])[CH2:21][C:22]([C:25]1[CH:30]=[CH:29][N:28]([CH2:12][C:11]2[C:2]([Cl:1])=[N:3][C:4]3[C:9]([C:10]=2[CH3:14])=[CH:8][CH:7]=[CH:6][CH:5]=3)[C:27](=[O:31])[CH:26]=1)([OH:32])[CH2:23][CH3:24])([CH3:16])([CH3:17])[CH3:18]. Reported procedure: A mixture, under an argon atmosphere, of 2-chloro-4-methyl-3-quinolinemethanol (obtained according to 3.c, 2.08 g, 10 mmol), of tert-butyl3-hydroxy-3-(2-oxo-1,2-dihydro-4-pyridinyl)pentanoate (obtained according to 1.h, 2 g, 11 mmol), and tributylphosphine (2.75 ml, 11 mmol) in anhydrous tetrahydrofuran (40 ml) is treated dropwise with diethyl azodicarboxylate (2.6 ml, 15 mmol). The reaction mixture is then agitated at ambient temperature for 6 hours, then concentrated under reduced pressure. Th... Reactants: CC(=CC(C)C)c1sccc1N, CC(=CC(C)C)c1sccc1N, O=S(=O)(O)c1ccccc1. Product: C=C(CC(C)C)c1sccc1N. Reaction SMILES: [NH2:11][c:12]1[c:13]([C:17]([CH3:18])=[CH:19][CH:20]([CH3:21])[CH3:22])[s:14][cH:15][cH:16]1.[NH2:23][c:24]1[cH:25][cH:26][s:27][c:28]1[C:29](=[CH:30][CH:31]([CH3:32])[CH3:33])[CH3:34].[c:1]1([S:2]([OH:3])(=[O:4])=[O:5])[cH:6][cH:7][cH:8][cH:9][cH:10]1>>[NH2:11][c:12]1[c:13]([C:17](=[CH2:18])[CH2:19][CH:20]([CH3:21])[CH3:22])[s:14][cH:15][cH:16]1.